From a dataset of the Open Reaction Database (ORD), a public repository of structured organic reaction records. describe an organic reaction: reactants, conditions, products, and yield Starting materials: O=C1CCC(=O)N1Br, Cc1cc(C)cc(Br)c1, CC(C)(C)OOC(=O)c1ccccc1, ClC(Cl)(Cl)Cl. The product is Cc1cc(Br)cc(CBr)c1. As a reaction SMILES: [Br:10][N:11]1[C:12](=[O:13])[CH2:14][CH2:15][C:16]1=[O:17].[Br:1][c:2]1[cH:3][c:4]([CH3:9])[cH:5][c:6]([CH3:8])[cH:7]1.[C:18]([O:19][O:20][C:21](=[O:22])[c:23]1[cH:24][cH:25][cH:26][cH:27][cH:28]1)([CH3:29])([CH3:30])[CH3:31].[Cl:32][C:33]([Cl:34])([Cl:35])[Cl:36]>>[Br:1][c:2]1[cH:3][c:4]([CH2:9][Br:10])[cH:5][c:6]([CH3:8])[cH:7]1. Reactants: CCOC(=O)C1(NC(=O)c2ccccc2SC(C)C)Cc2ccccc2C1, C1COCCO1, CO, CC(C)O, ClCCl, O. Product: CC(C)Sc1ccccc1C(=O)NC1(C(=O)O)Cc2ccccc2C1. RXN SMILES: [CH2:1]([CH3:2])[O:3][C:4](=[O:5])[C:6]1([NH:15][C:16]([c:17]2[c:18]([S:23][CH:24]([CH3:25])[CH3:26])[cH:19][cH:20][cH:21][cH:22]2)=[O:27])[CH2:7][c:8]2[cH:9][cH:10][cH:11][cH:12][c:13]2[CH2:14]1.[CH2:28]1[O:29][CH2:30][CH2:31][O:32][CH2:33]1.[CH3:34][OH:35].[CH:37]([OH:38])([CH3:39])[CH3:40].[Cl:41][CH2:42][Cl:43].[OH2:36]>>[O:3]=[C:4]([OH:5])[C:6]1([NH:15][C:16]([c:17]2[c:18]([S:23][CH:24]([CH3:25])[CH3:26])[cH:19][cH:20][cH:21][cH:22]2)=[O:27])[CH2:7][c:8]2[cH:9][cH:10][cH:11][cH:12][c:13]2[CH2:14]1. The reactants are COC(=O)[C@@H]1CSCC2=C(C(OCCCC(N1)=O)=O)C(=C(C=C2O[Si](C)(C)C(C)(C)C)OC)C ((R)-15-(tert-Butyl-dimethylsilanyloxy)-13-methoxy-12-methyl-6,11-dioxo-3,4,5,6,7,8,9,11-octahydro-1H-10,2,5-benzoxathiaazacyclotridecine-4-carboxylic acid methyl ester), [F-].[NH4+] (ammonium fluoride). Solvent: CO (methanol). The product is COC(=O)[C@@H]1CSCC2=C(C(OCCCC(N1)=O)=O)C(=C(C=C2O)OC)C ((R)-15-hydroxy-13-methoxy-12-methyl-6,11-dioxo-3,4,5,6,7,8,9,11-octahydro-1H-10,2,5-benzoxathiaazacyclotridecine-4-carboxylic acid methyl ester). Reaction SMILES: [CH3:1][O:2][C:3]([C@H:5]1[NH:17][C:16](=[O:18])[CH2:15][CH2:14][CH2:13][O:12][C:11](=[O:19])[C:10]2[C:20]([CH3:34])=[C:21]([O:32][CH3:33])[CH:22]=[C:23]([O:24][Si](C(C)(C)C)(C)C)[C:9]=2[CH2:8][S:7][CH2:6]1)=[O:4].[F-].[NH4+]>CO>[CH3:1][O:2][C:3]([C@H:5]1[NH:17][C:16](=[O:18])[CH2:15][CH2:14][CH2:13][O:12][C:11](=[O:19])[C:10]2[C:20]([CH3:34])=[C:21]([O:32][CH3:33])[CH:22]=[C:23]([OH:24])[C:9]=2[CH2:8][S:7][CH2:6]1)=[O:4] |f:1.2|. Procedure details: (R)-15-(tert-Butyl-dimethylsilanyloxy)-13-methoxy-12-methyl-6,11-dioxo-3,4,5,6,7,8,9,11-octahydro-1H-10,2,5-benzoxathiaazacyclotridecine-4-carboxylic acid methyl ester was treated with ammonium fluoride in methanol in an analogous manner to the procedure described in Example 1 to yield (R)-15-hydroxy-13-methoxy-12-methyl-6,11-dioxo-3,4,5,6,7,8,9,11-octahydro-1H-10,2,5-benzoxathiaazacyclotridecine-4-carboxylic acid methyl ester as a white solid. Reactants: BrC1=CC=C(N)C=C1 (4-bromoaniline), N1=CC=CC=C1 (pyridine), FC1=C(C(=O)Cl)C(=CC=C1)F (2,6-difluorobenzoyl chloride). The solvent is C(Cl)Cl (DCM), C(Cl)Cl (DCM). Reaction conditions: temperature 0 celsius. The product is BrC1=CC=C(C=C1)NC(C1=C(C=CC=C1F)F)=O (N-(4-Bromophenyl)-2,6-difluorobenzamide). The yield is 66.3%. RXN SMILES: [Br:1][C:2]1[CH:8]=[CH:7][C:5]([NH2:6])=[CH:4][CH:3]=1.N1C=CC=CC=1.[F:15][C:16]1[CH:24]=[CH:23][CH:22]=[C:21]([F:25])[C:17]=1[C:18](Cl)=[O:19]>C(Cl)Cl>[Br:1][C:2]1[CH:8]=[CH:7][C:5]([NH:6][C:18](=[O:19])[C:17]2[C:16]([F:15])=[CH:24][CH:23]=[CH:22][C:21]=2[F:25])=[CH:4][CH:3]=1. Procedure details: To a stirred and 0° C. cooled solution of 4-bromoaniline (1.0 g, 5.8 mmol, 1.0 eq) and pyridine (0.61 mL, 7 mmol, 1.2 eq) in DCM (20 mL) was added drop wise a solution of 2,6-difluorobenzoyl chloride (0.8 mL, 6.4 mmol, 1.1 eq) in DCM (5 mL). After stirring the resulting mixture at the same temperature for 1 h, the solvent was removed under vacuum. The residue was taken into ethyl acetate (20 mL) and water (20 mL). The layers were separated. The aqueous layer was extracted with ethyl acetate (2×2... Starting materials: CC(=O)O[BH-](OC(C)=O)OC(C)=O, O=C([O-])O, CC(C)COC(C)ONC(=O)c1cc2ccc(C=O)cc2s1, CC(=O)O, NCc1ccc(CNC(Cc2ccccc2)C(=O)OC2CCCC2)cc1, N#N, [Na+], [Na+]. Product: CC(C)COC(C)ONC(=O)c1cc2ccc(CNCc3ccc(CNC(Cc4ccccc4)C(=O)OC4CCCC4)cc3)cc2s1. Reaction SMILES: [C:49]([O:50][BH-:51]([O:52][C:53](=[O:54])[CH3:55])[O:56][C:57](=[O:58])[CH3:59])(=[O:60])[CH3:61].[C:63](=[O:64])([O-:65])[OH:66].[CH2:1]([CH:2]([CH3:3])[CH3:4])[O:5][CH:6]([CH3:7])[O:8][NH:9][C:10](=[O:11])[c:12]1[cH:13][c:14]2[c:15]([s:16]1)[cH:17][c:18]([CH:21]=[O:22])[cH:19][cH:20]2.[CH3:70][C:71](=[O:72])[OH:73].[CH:23]1([O:28][C:29]([CH:30]([CH2:31][c:32]2[cH:33][cH:34][cH:35][cH:36][cH:37]2)[NH:38][CH2:39][c:40]2[cH:41][cH:42][c:43]([CH2:46][NH2:47])[cH:44][cH:45]2)=[O:48])[CH2:24][CH2:25][CH2:26][CH2:27]1.[N:68]#[N:69].[Na+:62].[Na+:67]>>[CH2:1]([CH:2]([CH3:3])[CH3:4])[O:5][CH:6]([CH3:7])[O:8][NH:9][C:10](=[O:11])[c:12]1[cH:13][c:14]2[c:15]([s:16]1)[cH:17][c:18]([CH2:21][NH:47][CH2:46][c:43]1[cH:42][cH:41][c:40]([CH2:39][NH:38][CH:30]([C:29]([O:28][CH:23]3[CH2:24][CH2:25][CH2:26][CH2:27]3)=[O:48])[CH2:31][c:32]3[cH:33][cH:34][cH:35][cH:36][cH:37]3)[cH:45][cH:44]1)[cH:19][cH:20]2. Starting materials: COc1ccc(S(=O)(=O)n2cccc2)nn1, Cl, C1COCCO1. Product: O=c1ccc(S(=O)(=O)n2cccc2)n[nH]1. Reaction SMILES: [CH3:1][O:2][c:3]1[n:4][n:5][c:6]([S:9](=[O:10])(=[O:11])[n:12]2[cH:13][cH:14][cH:15][cH:16]2)[cH:7][cH:8]1.[ClH:17].[O:18]1[CH2:19][CH2:20][O:21][CH2:22][CH2:23]1>>[O:2]=[c:3]1[nH:4][n:5][c:6]([S:9](=[O:10])(=[O:11])[n:12]2[cH:13][cH:14][cH:15][cH:16]2)[cH:7][cH:8]1.